Dataset: the Open Reaction Database (ORD), a public repository of structured organic reaction records. Task: describe an organic reaction: reactants, conditions, products, and yield The reactants are C(C)(C)(C)NS(=O)(=O)C=1SC(=CC1)C1=NC=CC(=C1)C1=NC(=CC(=N1)C1=C(C=C(C=C1)Cl)Cl)C (5-{4-[4-(2,4-dichloro-phenyl)-6-methyl-pyrimidin-2-yl]-pyridin-2-yl}-thiophene-2-sulfonic acid tert-butylamide), ClCCl (dichloromethane), C(=O)(C(F)(F)F)O (TFA). Conditions: time 15 hour. The product is ClC=1C=C(C=CC1Cl)C1=NC(=NC(=C1)C)C1=CC(=NC=C1)C1=CC=C(S1)S(=O)(=O)N (5-{4-[4-(3,4-Dichloro-phenyl)-6-methyl-pyrimidin-2-yl]-pyridin-2-yl}-thiophene-2-sulfonic acid amide). Isolated yield 5.0%. Reaction SMILES: C([NH:5][S:6]([C:9]1[S:10][C:11]([C:14]2[CH:19]=[C:18]([C:20]3[N:25]=[C:24]([C:26]4[CH:31]=[CH:30][C:29]([Cl:32])=[CH:28][C:27]=4Cl)[CH:23]=[C:22]([CH3:34])[N:21]=3)[CH:17]=[CH:16][N:15]=2)=[CH:12][CH:13]=1)(=[O:8])=[O:7])(C)(C)C.C(O)(C(F)(F)F)=O.[Cl:42]CCl>>[Cl:42][C:28]1[CH:27]=[C:26]([C:24]2[CH:23]=[C:22]([CH3:34])[N:21]=[C:20]([C:18]3[CH:17]=[CH:16][N:15]=[C:14]([C:11]4[S:10][C:9]([S:6]([NH2:5])(=[O:8])=[O:7])=[CH:13][CH:12]=4)[CH:19]=3)[N:25]=2)[CH:31]=[CH:30][C:29]=1[Cl:32]. Procedure: To a cooled and stirred solution of 5-{4-[4-(2,4-dichloro-phenyl)-6-methyl-pyrimidin-2-yl]-pyridin-2-yl}-thiophene-2-sulfonic acid tert-butylamide (0.22 g) in dichloromethane (6 mL) was added TFA (6 mL) and the reaction mixture was allowed to stir at room temperature for 15 h. The mixture was evaporated to dryness and saturated NaHCO3 solution (5 mL), diethyl ether and heptane were added. The mixture was stirred at room temperature for 1 h, the precipitate was collected by filtration, washed wit...